describe an organic reaction: reactants, conditions, products, and yield From a dataset of the Open Reaction Database (ORD), a public repository of structured organic reaction records. Starting materials: 3-(3-mercapto-phenyl)-propanamido-methyl-polystyrene, Cl (HCl), [H-].[Na+] (NaH), COC(C1=C(C=CC=C1)OCCN1CCC(CC1)C1=CNC2=CC=CC=C12)=O (2-{2-[4-(1H-indol-3-yl)-piperidin-1-yl]-ethoxy}-benzoic acid methyl ester), FC1=CC=C(CBr)C=C1 (4-fluoro-benzyl bromide). Run in CN(C)C=O (DMF), CN(C)C=O (DMF). Run at time 18 hour. Yields the product FC1=CC=C(CN2C=C(C3=CC=CC=C23)C2CCN(CC2)CCOC2=C(C(=O)O)C=CC=C2)C=C1 (2-(2-{4-[1-(4-fluoro-benzyl)-1H-indol-3-yl]-piperidin-1-yl}-ethoxy)-benzoic acid). Yield: 83.2%. RXN SMILES: [H-].[Na+].C[O:4][C:5](=[O:30])[C:6]1[CH:11]=[CH:10][CH:9]=[CH:8][C:7]=1[O:12][CH2:13][CH2:14][N:15]1[CH2:20][CH2:19][CH:18]([C:21]2[C:29]3[C:24](=[CH:25][CH:26]=[CH:27][CH:28]=3)[NH:23][CH:22]=2)[CH2:17][CH2:16]1.[F:31][C:32]1[CH:39]=[CH:38][C:35]([CH2:36]Br)=[CH:34][CH:33]=1.Cl>CN(C=O)C>[F:31][C:32]1[CH:39]=[CH:38][C:35]([CH2:36][N:23]2[C:24]3[C:29](=[CH:28][CH:27]=[CH:26][CH:25]=3)[C:21]([CH:18]3[CH2:19][CH2:20][N:15]([CH2:14][CH2:13][O:12][C:7]4[CH:8]=[CH:9][CH:10]=[CH:11][C:6]=4[C:5]([OH:4])=[O:30])[CH2:16][CH2:17]3)=[CH:22]2)=[CH:34][CH:33]=1 |f:0.1|. Reported procedure: 0.02 g (0.42 mmol) of a dispersion of 60% NaH in mineral oil were added to a solution of 0.06 g (0.15 mmol) of 2-{2-[4-(1H-indol-3-yl)-piperidin-1-yl]-ethoxy}-benzoic acid methyl ester prepared in step D in 1 mL of anhydrous DMF under nitrogen atmosphere. After stirring 30 minutes at room temperature 0.026 mL (0.21 mmol) of 4-fluoro-benzyl bromide were added and the mixture was stirred for 18 hours. After addition of 0.09 g (0.12 mmol) of 3-(3-mercapto-phenyl)-propanamido-methyl-polystyrene in 1... Reactants: Oc1ccc(Br)c(OCc2ccccc2)c1, CC(CCCc1ccccc1)OS(C)(=O)=O, CN(C)C=O, O. Yields the product CC(CCCc1ccccc1)Oc1ccc(Br)c(OCc2ccccc2)c1. As a reaction SMILES: [CH2:1]([c:2]1[cH:3][cH:4][cH:5][cH:6][cH:7]1)[O:8][c:9]1[cH:10][c:11]([OH:16])[cH:12][cH:13][c:14]1[Br:15].[CH3:17][S:18]([O:19][CH:22]([CH2:23][CH2:24][CH2:25][c:26]1[cH:27][cH:28][cH:29][cH:30][cH:31]1)[CH3:32])(=[O:20])=[O:21].[CH3:33][N:34]([CH3:35])[CH:36]=[O:37].[OH2:38]>>[CH2:1]([c:2]1[cH:3][cH:4][cH:5][cH:6][cH:7]1)[O:8][c:9]1[cH:10][c:11]([O:16][CH:22]([CH2:23][CH2:24][CH2:25][c:26]2[cH:27][cH:28][cH:29][cH:30][cH:31]2)[CH3:32])[cH:12][cH:13][c:14]1[Br:15].